From a dataset of the Open Reaction Database (ORD), a public repository of structured organic reaction records. describe an organic reaction: reactants, conditions, products, and yield Starting materials: COC(=O)c1sc(C2=CCCCC2)cc1NC1CCN2C(=O)CCC2C1, CC1CCC(C(=O)O)CC1, CO, Cc1ccccc1, [Cl-], ClCCl, c1ccncc1. Product: COC(=O)c1sc(C2=CCCCC2)cc1N(C(=O)C1CCC(C)CC1)C1CCN2C(=O)CCC2C1. As a reaction SMILES: [CH3:12][O:13][C:14](=[O:15])[c:16]1[s:17][c:18]([C:32]2=[CH:33][CH2:34][CH2:35][CH2:36][CH2:37]2)[cH:19][c:20]1[NH:21][CH:22]1[CH2:23][CH2:24][N:25]2[C:26](=[O:31])[CH2:27][CH2:28][CH:29]2[CH2:30]1.[CH3:2][CH:3]1[CH2:4][CH2:5][CH:6]([C:9](=[O:10])[OH:11])[CH2:7][CH2:8]1.[CH3:44][OH:45].[CH3:46][c:47]1[cH:48][cH:49][cH:50][cH:51][cH:52]1.[Cl-:1].[Cl:53][CH2:54][Cl:55].[cH:38]1[cH:39][cH:40][n:41][cH:42][cH:43]1>>[CH3:2][CH:3]1[CH2:4][CH2:5][CH:6]([C:9](=[O:11])[N:21]([c:20]2[c:16]([C:14]([O:13][CH3:12])=[O:15])[s:17][c:18]([C:32]3=[CH:33][CH2:34][CH2:35][CH2:36][CH2:37]3)[cH:19]2)[CH:22]2[CH2:23][CH2:24][N:25]3[C:26](=[O:31])[CH2:27][CH2:28][CH:29]3[CH2:30]2)[CH2:7][CH2:8]1. Reactants: C(CCCCCCCCCCC)NC(C1=CC(=C(C(=C1)C1=CC(=CC=C1)Cl)OCCO)C1=CC(=CC=C1)Cl)=O (N-Dodecyl-3,5-bis(3-chlorophenyl)-4-(2-hydroxyethoxy)benzamide), [H-].[Na+] (NaH), BrCC(=O)OC (Methyl bromoacetate). Run in C1CCOC1 (THF). Reaction conditions: temperature 60 celsius, time 50 minute. Yields the product COC(COCCOC1=C(C=C(C=C1C1=CC(=CC=C1)Cl)C(NCCCCCCCCCCCC)=O)C1=CC(=CC=C1)Cl)=O (2-(3,3″-Dichloro-5′-dodecylcarbamoyl-[1,1′;3′,1″]terphenyl-2′-yloxy-ethoxy]-acetic acid methyl ester). Reaction SMILES: [CH2:1]([NH:13][C:14](=[O:39])[C:15]1[CH:20]=[C:19]([C:21]2[CH:26]=[CH:25][CH:24]=[C:23]([Cl:27])[CH:22]=2)[C:18]([O:28][CH2:29][CH2:30][OH:31])=[C:17]([C:32]2[CH:37]=[CH:36][CH:35]=[C:34]([Cl:38])[CH:33]=2)[CH:16]=1)[CH2:2][CH2:3][CH2:4][CH2:5][CH2:6][CH2:7][CH2:8][CH2:9][CH2:10][CH2:11][CH3:12].[H-].[Na+].Br[CH2:43][C:44]([O:46][CH3:47])=[O:45]>C1COCC1>[CH3:47][O:46][C:44](=[O:45])[CH2:43][O:31][CH2:30][CH2:29][O:28][C:18]1[C:19]([C:21]2[CH:26]=[CH:25][CH:24]=[C:23]([Cl:27])[CH:22]=2)=[CH:20][C:15]([C:14](=[O:39])[NH:13][CH2:1][CH2:2][CH2:3][CH2:4][CH2:5][CH2:6][CH2:7][CH2:8][CH2:9][CH2:10][CH2:11][CH3:12])=[CH:16][C:17]=1[C:32]1[CH:37]=[CH:36][CH:35]=[C:34]([Cl:38])[CH:33]=1 |f:1.2|. Procedure: To a stirred solution of N-dodecyl-3,5-bis(3-chlorophenyl)-4-(2-hydroxyethoxy)benzamide (Example 1, Step 2), (0.866 g, 1.52 mmol) in THF (8 mL) was added NaH (0.10 g, 80%, 3.34 mmol). The mixture was stirred at 60° C. for 50 min and was then cooled to room temperature. Methyl bromoacetate (0.158 mL, 2.67 mmol) was added and the mixture was stirred at 60° C. overnight. The reaction was cooled, quenched with 1.0 N HCl, and extracted with ethyl acetate. The organic phase was dried (MgSO4) and conce...